Dataset: the Open Reaction Database (ORD), a public repository of structured organic reaction records. Task: describe an organic reaction: reactants, conditions, products, and yield The reactants are COc1ccccc1COCCCOc1ccc(C2CCN(C(=O)OC(C)(C)C)CC2O)cc1, COc1ccccc1COCCCOc1ccc(C2CCN(C(=O)OC(C)(C)C)CC2OCc2ccc3ccc(OCOCC[Si](C)(C)C)cc3c2)cc1, C[Si](C)(C)CCOCOc1ccc2ccc(CCl)cc2c1. Product: COc1ccccc1COCCCOc1ccc(C2CCN(C(=O)OC(C)(C)C)CC2OCc2ccc3ccc(O)cc3c2)cc1. RXN SMILES: [C:1]([O:2][C:3]([N:4]1[CH2:5][CH2:6][CH:7]([c:8]2[cH:9][cH:10][c:11]([O:12][CH2:13][CH2:14][CH2:15][O:16][CH2:17][c:18]3[cH:19][cH:20][cH:21][cH:22][c:23]3[O:24][CH3:25])[cH:26][cH:27]2)[CH:28]([OH:29])[CH2:30]1)=[O:31])([CH3:32])([CH3:33])[CH3:34].[C:56]([CH3:57])([CH3:58])([CH3:59])[O:60][C:61](=[O:62])[N:63]1[CH2:64][CH:65]([O:89][CH2:90][c:91]2[cH:92][c:93]3[cH:94][c:95]([O:101][CH2:102][O:103][CH2:104][CH2:105][Si:106]([CH3:107])([CH3:108])[CH3:109])[cH:96][cH:97][c:98]3[cH:99][cH:100]2)[CH:66]([c:69]2[cH:70][cH:71][c:72]([O:75][CH2:76][CH2:77][CH2:78][O:79][CH2:80][c:81]3[c:82]([O:87][CH3:88])[cH:83][cH:84][cH:85][cH:86]3)[cH:73][cH:74]2)[CH2:67][CH2:68]1.[Cl:35][CH2:36][c:37]1[cH:38][cH:39][c:40]2[c:41]([cH:42][c:43]([O:44][CH2:45][O:46][CH2:47][CH2:48][Si:49]([CH3:50])([CH3:51])[CH3:52])[cH:53][cH:54]2)[cH:55]1>>[C:56]([CH3:57])([CH3:58])([CH3:59])[O:60][C:61](=[O:62])[N:63]1[CH2:64][CH:65]([O:89][CH2:90][c:91]2[cH:92][c:93]3[cH:94][c:95]([OH:101])[cH:96][cH:97][c:98]3[cH:99][cH:100]2)[CH:66]([c:69]2[cH:70][cH:71][c:72]([O:75][CH2:76][CH2:77][CH2:78][O:79][CH2:80][c:81]3[c:82]([O:87][CH3:88])[cH:83][cH:84][cH:85][cH:86]3)[cH:73][cH:74]2)[CH2:67][CH2:68]1. The reactants are [OH-].[Na+] (sodium hydroxide), C(C)(=O)SCC(C(=O)NC(C(=O)OC)CC1=NC2=CC=CC=C2C=C1)C1CCC2=CC(=CC=C12)Br (Methyl 2-{[3-(acetylthio)-2-(5-bromo-2,3-dihydro-1H-inden-1-yl)propanoyl]amino}-3-(2-quinolyl)propanoate), Cl (hydrochloric acid). Run in CO (methanol). Run at time 10 minute. Yields the product BrC=1C=C2CCC(C2=CC1)C(C(=O)N[C@@H](CC1=NC2=CC=CC=C2C=C1)C(=O)O)CS (N-[2-(5-Bromo-2,3-dihydro-1H-inden-1-yl)-3-mercaptopropanoyl]-3-(2-quinolyl)alanine). Reaction SMILES: C([S:4][CH2:5][CH:6]([CH:26]1[C:34]2[C:29](=[CH:30][C:31]([Br:35])=[CH:32][CH:33]=2)[CH2:28][CH2:27]1)[C:7]([NH:9][CH:10]([CH2:15][C:16]1[CH:25]=[CH:24][C:23]2[C:18](=[CH:19][CH:20]=[CH:21][CH:22]=2)[N:17]=1)[C:11]([O:13]C)=[O:12])=[O:8])(=O)C.[OH-].[Na+].Cl>CO>[Br:35][C:31]1[CH:30]=[C:29]2[C:34](=[CH:33][CH:32]=1)[CH:26]([CH:6]([CH2:5][SH:4])[C:7]([NH:9][C@H:10]([C:11]([OH:13])=[O:12])[CH2:15][C:16]1[CH:25]=[CH:24][C:23]3[C:18](=[CH:19][CH:20]=[CH:21][CH:22]=3)[N:17]=1)=[O:8])[CH2:27][CH2:28]2 |f:1.2|. Reported procedure: The compound obtained in Example 25 is dissolved in 2 ml of degassed methanol. After 10 minutes' stirring at room temperature, 6 eq. of a degassed 1M sodium hydroxide solution are added to the solution. The resulting solution is stirred at room temperature under argon. The progress of the reaction is monitored by HPLC. When the reaction is complete; the solution is rendered acidic to pHr. 1 with 1N hydrochloric acid. The methanol is removed in vacuo, 10 ml of water are added to the residue and e...